This data is from the Open Reaction Database (ORD), a public repository of structured organic reaction records. The task is: describe an organic reaction: reactants, conditions, products, and yield Reactants: C(=O)(Cl)Cl (phosgene), product, C(=O)(OC(C)(C)C)N1[C@@H](C[C@@H](C1)N(C1CCC(CC1)(C)C)C(C(C)(C)C)=O)C(=O)NCCO ((2S,4S)-1-Boc-2-{[(2-hydroxyethyl)amino]carbonyl}-4-[dimethylpropanoyl(4,4-dimethylcyclohexyl)amino]pyrrolidine), CCN(C(C)C)C(C)C (DIPEA). Reagents/catalysts: CN(C)C=1C=CN=CC1 (DMAP). Solvent: C1(=CC=CC=C1)C (toluene). Run at time 48 hour. Yields the product C(=O)(OC(C)(C)C)N1[C@@H](C[C@@H](C1)N(C1CCC(CC1)(C)C)C(C(C)(C)C)=O)C=1OCCN1 ((2S,4S)-1-Boc-2-(4,5-dihydro-1,3-oxazole-2-yl)-4-[dimethylpropanoyl(4,4-dimethylcyclohexyl)amino]pyrrolidine). Yield: 61.4%. As a reaction SMILES: [C:1]([N:8]1[CH2:12][C@@H:11]([N:13]([C:22](=[O:27])[C:23]([CH3:26])([CH3:25])[CH3:24])[CH:14]2[CH2:19][CH2:18][C:17]([CH3:21])([CH3:20])[CH2:16][CH2:15]2)[CH2:10][C@H:9]1[C:28]([NH:30][CH2:31][CH2:32][OH:33])=O)([O:3][C:4]([CH3:7])([CH3:6])[CH3:5])=[O:2].CCN(C(C)C)C(C)C.C(Cl)(Cl)=O>CN(C1C=CN=CC=1)C.C1(C)C=CC=CC=1>[C:1]([N:8]1[CH2:12][C@@H:11]([N:13]([C:22](=[O:27])[C:23]([CH3:26])([CH3:24])[CH3:25])[CH:14]2[CH2:19][CH2:18][C:17]([CH3:21])([CH3:20])[CH2:16][CH2:15]2)[CH2:10][C@H:9]1[C:28]1[O:33][CH2:32][CH2:31][N:30]=1)([O:3][C:4]([CH3:7])([CH3:5])[CH3:6])=[O:2]. Reported procedure: The product of Step A, (2S,4S)-1-Boc-2-{[(2-hydroxyethyl)amino]carbonyl}-4-[dimethylpropanoyl(4,4-dimethylcyclohexyl)amino]pyrrolidine (410 mg, 0.58 mmol) together with DMAP (70.7 mg, 0.58 mmol) and DIPEA (0.39 ml, 2.32 mmol) were dissolved in toluene (3 ml), and phosgene (20% in toluene, 0.31 ml, 0.87 mmol) was added dropwise. After the reaction solution was stirred at 30˜40° C. for 48 h, the solution was concentrated in vacuo. The residue was diluted with EtOAc, and washed with a saturated NaH... Reactants: C(C=C)NC(=O)C=1C(=C(C(=O)Cl)C(=C(C1I)N)I)I (3-Allylcarbamoyl-5-amino-2,4,6-triiodo-benzoyl chloride), C(C)(=O)OCC(=O)Cl (acetoxyacetylchloride). Solvent: CC(=O)N(C)C (DMA), C(C)(=O)OCC (ethyl acetate). Conditions: time 8 hour. The product is C(C=C)NC(=O)C=1C(=C(C(=C(C1I)C(=O)Cl)I)NC(=O)COC(C)=O)I (acetic acid (3-allylcarbamoyl-5-chlorocarbonyl-2,4,6-triiodo-phenylcarbamoyl)-methyl ester). RXN SMILES: [CH2:1]([NH:4][C:5]([C:7]1[C:8]([I:19])=[C:9]([C:13]([I:18])=[C:14]([NH2:17])[C:15]=1[I:16])[C:10]([Cl:12])=[O:11])=[O:6])[CH:2]=[CH2:3].[C:20]([O:23][CH2:24][C:25](Cl)=[O:26])(=[O:22])[CH3:21]>CC(N(C)C)=O.C(OCC)(=O)C>[CH2:1]([NH:4][C:5]([C:7]1[C:15]([I:16])=[C:14]([NH:17][C:25]([CH2:24][O:23][C:20](=[O:22])[CH3:21])=[O:26])[C:13]([I:18])=[C:9]([C:10]([Cl:12])=[O:11])[C:8]=1[I:19])=[O:6])[CH:2]=[CH2:3]. Procedure: 3-Allylcarbamoyl-5-amino-2,4,6-triiodo-benzoyl chloride (6) (5 g, 8.11 mmol) was dissolved in dry DMA (5 mL) and acetoxyacetylchloride (1.73 mL, 16.2 mmol) was added. The reaction was stirred overnight at room temperature with nitrogen bubbling through. The reaction mixture was diluted with ethyl acetate (100 mL) and washed with ice-water (5×20 mL). The organics were collected, dried over MgSO4, filtered and evaporated to dryness under reduced pressure. The residue was washed with acetonitrile, ... Starting materials: COC1=CC=C2C(=NNC2=C1)N (6-methoxy-1H-indazol-3-amine), BrCC(=O)C1=CC(=CC=C1)O (2-bromo-1-(3-hydroxyphenyl)ethanone), solid. Yields the product COC=1C=CC=2C=3N(NC2C1)C=C(N3)C=3C=C(C=CC3)O (3-(7-methoxy-5H-imidazo[1,2-b]indazol-2-yl)phenol). RXN SMILES: [CH3:1][O:2][C:3]1[CH:11]=[C:10]2[C:6]([C:7]([NH2:12])=[N:8][NH:9]2)=[CH:5][CH:4]=1.Br[CH2:14][C:15]([C:17]1[CH:22]=[CH:21][CH:20]=[C:19]([OH:23])[CH:18]=1)=O>>[CH3:1][O:2][C:3]1[CH:4]=[CH:5][C:6]2[C:7]3[N:8]([CH:14]=[C:15]([C:17]4[CH:18]=[C:19]([OH:23])[CH:20]=[CH:21][CH:22]=4)[N:12]=3)[NH:9][C:10]=2[CH:11]=1. Reported procedure: Compound 3-(7-methoxy-5H-imidazo[1,2-b]indazol-2-yl)phenol (W298) was prepared using the general procedure for cyclization between 6-methoxy-1H-indazol-3-amine (80 mg, 0.5 mmol) and 2-bromo-1-(3-hydroxyphenyl)ethanone (107 mg, 0.55 mmol), as a white solid (40 mg, 22%). 1H NMR (400 MHz, DMSO-d6) δ 9.84 (brs, 1 H), 8.63 (s, 1 H), 7.85 (d, J=9.2 Hz, 1 H), 7.36 (t, J=8.0 Hz, 1 H), 7.31-7.29 (m, 1 H), 7.24 (t, J=2.0 Hz, 1 H), 7.13 (d, J=2.0 Hz, 1 H), 6.99 (dd, J=9.2, 2.0 Hz, 1 H), 6.88 (m, 1 H), 3.90... The reactants are FC(F)(Br)c1ccc(Br)cc1, [H-], [Na+], CN(C)C=O, CCOC(=O)c1cnn(-c2cccc(-c3ccccc3O)n2)c1C(F)(F)F. The product is CCOC(=O)c1cnn(-c2cccc(-c3ccccc3OC(F)(F)c3ccc(Br)cc3)n2)c1C(F)(F)F. As a reaction SMILES: [Br:30][c:31]1[cH:32][cH:33][c:34]([C:37]([F:38])([F:39])[Br:40])[cH:35][cH:36]1.[H-:29].[Na+:28].[O:41]=[CH:42][N:43]([CH3:44])[CH3:45].[OH:1][c:2]1[c:3](-[c:8]2[cH:9][cH:10][cH:11][c:12](-[n:14]3[n:15][cH:16][c:17]([C:23](=[O:24])[O:25][CH2:26][CH3:27])[c:18]3[C:19]([F:20])([F:21])[F:22])[n:13]2)[cH:4][cH:5][cH:6][cH:7]1>>[O:1]([c:2]1[c:3](-[c:8]2[cH:9][cH:10][cH:11][c:12](-[n:14]3[n:15][cH:16][c:17]([C:23](=[O:24])[O:25][CH2:26][CH3:27])[c:18]3[C:19]([F:20])([F:21])[F:22])[n:13]2)[cH:4][cH:5][cH:6][cH:7]1)[C:37]([c:34]1[cH:33][cH:32][c:31]([Br:30])[cH:36][cH:35]1)([F:38])[F:39].